This data is from the Open Reaction Database (ORD), a public repository of structured organic reaction records. The task is: describe an organic reaction: reactants, conditions, products, and yield Reactants: B, CCOC(C)=O, Cl, [Na+], C1CCOC1, C1CCOC1, [OH-], O, CN(CCO)C(=O)COCCc1ccc2sc(F)cc2c1. Product: CN(CCO)CCOCCc1ccc2sc(F)cc2c1. As a reaction SMILES: [BH3:27].[CH3:36][CH2:37][O:38][C:39](=[O:40])[CH3:41].[ClH:28].[Na+:30].[O:22]1[CH2:23][CH2:24][CH2:25][CH2:26]1.[O:31]1[CH2:32][CH2:33][CH2:34][CH2:35]1.[OH-:29].[OH2:42].[OH:1][CH2:2][CH2:3][N:4]([C:5]([CH2:6][O:7][CH2:8][CH2:9][c:10]1[cH:11][c:12]2[c:13]([s:14][c:15]([F:17])[cH:16]2)[cH:18][cH:19]1)=[O:20])[CH3:21]>>[OH:1][CH2:2][CH2:3][N:4]([CH2:5][CH2:6][O:7][CH2:8][CH2:9][c:10]1[cH:11][c:12]2[c:13]([s:14][c:15]([F:17])[cH:16]2)[cH:18][cH:19]1)[CH3:21]. Reactants: [F-].C(CCC)[N+](CCCC)(CCCC)CCCC (tetrabutylammonium fluoride), product, C[Si](CCOC(CC1=C(N(C2=CC(=C(C=C12)OC)F)C(=O)C=1SC(=CC1)Cl)C)=O)(C)C (2trimethylsilylethyl-{1-[(5-chlorothien-2-yl)carbonyl]-6-fluoro-5-methoxy-2-methyl-1H-indol-3-yl}acetate), ClC1=CC=CS1 (5-chlorothiophene), ester. Solvent: [Cl-].[NH4+] (ammonium chloride), C1CCOC1 (THF), C1CCOC1 (THF). Yields the product ClC1=CC=C(S1)C(=O)N1C(=C(C2=CC(=C(C=C12)F)OC)CC(=O)O)C ({1-[(5-chlorothien-2-yl)carbonyl]-6-fluoro-5-methoxy-2-methyl-1H-indol-3-yl}acetic acid). The yield is 59.0%. Reaction SMILES: C[Si](C)(C)CC[O:5][C:6](=[O:29])[CH2:7][C:8]1[C:16]2[C:11](=[CH:12][C:13]([F:19])=[C:14]([O:17][CH3:18])[CH:15]=2)[N:10]([C:20]([C:22]2[S:23][C:24]([Cl:27])=[CH:25][CH:26]=2)=[O:21])[C:9]=1[CH3:28].ClC1SC=CC=1.[F-].C([N+](CCCC)(CCCC)CCCC)CCC>C1COCC1.[Cl-].[NH4+]>[Cl:27][C:24]1[S:23][C:22]([C:20]([N:10]2[C:11]3[C:16](=[CH:15][C:14]([O:17][CH3:18])=[C:13]([F:19])[CH:12]=3)[C:8]([CH2:7][C:6]([OH:29])=[O:5])=[C:9]2[CH3:28])=[O:21])=[CH:26][CH:25]=1 |f:2.3,5.6|. Procedure: A solution of the product from Step 3, 2trimethylsilylethyl-{1-[(5-chlorothien-2-yl)carbonyl]-6-fluoro-5-methoxy-2-methyl-1H-indol-3-yl}acetate 5, R1=H=B, R2=CH3, R3=F, R4=CH2CH2Si(CH3)3, A=5-chlorothiophene) (600 mg, 1.24 mmol) dissolved in 8 mL of THF was treated with, a solution of tetrabutylammonium fluoride (1M, 3.1 mL, 3.1 mmol) in THF. The solution was stirred at room temperature until the ester had been cleaved (ca. 1 hour), and then the solution was diluted with saturated aqueous ammoni...